Dataset: the Open Reaction Database (ORD), a public repository of structured organic reaction records. Task: describe an organic reaction: reactants, conditions, products, and yield Reactants: C(C)(=O)O[C@@H]1CC2=C[C@H]([C@H]3[C@@H]4CC[C@H](C(C)C5OCCO5)[C@]4(CC[C@@H]3[C@]2([C@@H]2C1O2)C)C)O (20-(1,3-dioxolan-2-yl)-1α,2 -epoxy-7α-hydroxypregn-5-en-3β-yl acetate), C(C)(=O)O[C@@H]1CC2=C[C@H]([C@H]3[C@@H]4CC[C@H](C(C)C5OCC(CO5)(C)C)[C@]4(CC[C@@H]3[C@]2([C@@H]2[C@H]1O2)C)C)O (20-(5,5-dimethyl-1,3-dioxan-2-yl)-1α,2α-epoxy-7α-hydroxypregn-5-en-3β-yl acetate). Product: C(C)(=O)O[C@@H]1CC2=C[C@H]([C@H]3[C@@H]4CC[C@H](C(C)C5OCCO5)[C@]4(CC[C@@H]3[C@]2([C@@H]2[C@H]1O2)C)C)OC(=O)OC (20-(1,3-dioxolan-2-yl)-1α,2α-epoxy-7α-methoxycarbonyloxypregn-5-en-3β-yl acetate). Yield: 74.9%. As a reaction SMILES: [C:1]([O:4][C@H:5]1[CH:28]2[O:29][C@@H:27]2[C@@:26]2([CH3:30])[C:7](=[CH:8][C@@H:9]([OH:32])[C@@H:10]3[C@@H:25]2[CH2:24][CH2:23][C@@:22]2([CH3:31])[C@H:11]3[CH2:12][CH2:13][C@@H:14]2[CH:15]([CH:17]2[O:21][CH2:20][CH2:19][O:18]2)[CH3:16])[CH2:6]1)(=[O:3])[CH3:2].[C:33]([O:36][C@H:37]1[C@@H]2O[C@@H]2[C@@]2(C)C(=C[C@@H](O)[C@@H]3[C@@H]2CC[C@@]2(C)[C@H]3CC[C@@H]2C(C2OCC(C)(C)CO2)C)C1)(=[O:35])C>>[C:1]([O:4][C@H:5]1[C@@H:28]2[O:29][C@@H:27]2[C@@:26]2([CH3:30])[C:7](=[CH:8][C@@H:9]([O:32][C:33]([O:36][CH3:37])=[O:35])[C@@H:10]3[C@@H:25]2[CH2:24][CH2:23][C@@:22]2([CH3:31])[C@H:11]3[CH2:12][CH2:13][C@@H:14]2[CH:15]([CH:17]2[O:18][CH2:19][CH2:20][O:21]2)[CH3:16])[CH2:6]1)(=[O:3])[CH3:2]. Procedure: The procedure of Example 12 was repeated except that 44.6 mg (0.1 mmole) of 20-(1,3-dioxolan-2-yl)-1α,2 -epoxy-7α-hydroxypregn-5-en-3β-yl acetate was used in lieu of 49.0 mg of 20-(5,5-dimethyl-1,3-dioxan-2-yl)-1α,2α-epoxy-7α-hydroxypregn-5-en-3β-yl acetate to give 37.8 mg of 20-(1,3-dioxolan-2-yl)-1α,2α-epoxy-7α-methoxycarbonyloxypregn-5-en-3β-yl acetate (yield: 75%) Starting materials: N12C[C@@H](C(CC1)CC2)OC(=O)N2C=NC=C2 (imidazole-1-carboxylic acid (R)-1-aza-bicyclo[2.2.2]oct-3-yl ester), C(C1=CC=CC=C1)(C1=CC=CC=C1)O (benzhydrol). Yields the product C(C1=CC=CC=C1)(C1=CC=CC=C1)OC(O[C@H]1CN2CCC1CC2)=O (Carbonic acid (R)-1-aza-bicyclo[2.2.2]oct-3-yl ester benzhydryl ester). Reaction SMILES: [N:1]12[CH2:8][CH2:7][CH:4]([CH2:5][CH2:6]1)[C@@H:3]([O:9][C:10](N1C=CN=C1)=[O:11])[CH2:2]2.[CH:17]([OH:30])([C:24]1[CH:29]=[CH:28][CH:27]=[CH:26][CH:25]=1)[C:18]1[CH:23]=[CH:22][CH:21]=[CH:20][CH:19]=1>>[CH:17]([O:30][C:10](=[O:11])[O:9][C@@H:3]1[CH:4]2[CH2:5][CH2:6][N:1]([CH2:8][CH2:7]2)[CH2:2]1)([C:24]1[CH:25]=[CH:26][CH:27]=[CH:28][CH:29]=1)[C:18]1[CH:23]=[CH:22][CH:21]=[CH:20][CH:19]=1. Reported procedure: The desired product was prepared by reacting imidazole-1-carboxylic acid (R)-1-aza-bicyclo[2.2.2]oct-3-yl ester with benzhydrol. Starting materials: N1=C(C=CC=C1)C=1C=CC=2N(C1)C=C(N2)C(=O)OCC (ethyl 6-(pyrid-2-yl)imidazo[1,2-a]pyridine-2-carboxylate), CC(C)(OC(=O)NC1=CC=CC(=N1)C=1C=CC=2N(C1)C=C(N2)C(=O)O)C (6-(6-{[(1,1-Dimethylethoxy)carbonyl]amino}pyrid-2-yl)imidazo[1,2-a]pyridine-2-carboxylic acid). The product is N1=C(C=CC=C1)C=1C=CC=2N(C1)C=C(N2)C(=O)O (6-(pyrid-2-yl)imidazo[1,2-a]pyridine-2-carboxylic acid). Yield: 98.7%. RXN SMILES: [N:1]1[CH:6]=[CH:5][CH:4]=[CH:3][C:2]=1[C:7]1[CH:8]=[CH:9][C:10]2[N:11]([CH:13]=[C:14]([C:16]([O:18]CC)=[O:17])[N:15]=2)[CH:12]=1.CC(C)(OC(NC1N=C(C2C=CC3N(C=C(C(O)=O)N=3)C=2)C=CC=1)=O)C>>[N:1]1[CH:6]=[CH:5][CH:4]=[CH:3][C:2]=1[C:7]1[CH:8]=[CH:9][C:10]2[N:11]([CH:13]=[C:14]([C:16]([OH:18])=[O:17])[N:15]=2)[CH:12]=1. Reported procedure: 317 mg of ethyl 6-(pyrid-2-yl)imidazo[1,2-a]pyridine-2-carboxylate are saponified under conditions similar to those described for the preparation of Intermediate 11 (step 11.3) to give 280 mg of 6-(pyrid-2-yl)imidazo[1,2-a]pyridine-2-carboxylic acid in the form of a pasty pink solid. Reactants: OC1=CC2=C(N=C(O2)SCCC(C(F)(F)Br)F)C=C1 (6-Hydroxy-2-(4-bromo-3,4,4-trifluorobutylthio)benzoxazole), CO (Methanol), II (iodine), CCCCCC (hexane). The reagents and catalysts are [Zn] (zinc), [I-].[Zn+2].[I-] (zinc iodide). Solvent: C(C)OC(C)=O (ethylacetate). The product is OC1=CC2=C(N=C(O2)SCCC=C(F)F)C=C1 (6-Hydroxy-2-(4,4-difluorobut-3-enylthio)benzoxazole). Yield: 56.3%. As a reaction SMILES: [OH:1][C:2]1[CH:19]=[CH:18][C:5]2[N:6]=[C:7]([S:9][CH2:10][CH2:11][CH:12](F)[C:13](Br)([F:15])[F:14])[O:8][C:4]=2[CH:3]=1.CO.II.CCCCCC>C(OC(=O)C)C.[Zn].[I-].[Zn+2].[I-]>[OH:1][C:2]1[CH:19]=[CH:18][C:5]2[N:6]=[C:7]([S:9][CH2:10][CH2:11][CH:12]=[C:13]([F:15])[F:14])[O:8][C:4]=2[CH:3]=1 |f:6.7.8|. Procedure: A mixture of the product of step 1 (5.27 g, 14.7 mmol), Methanol (50 cm3), zinc powder (9.66 g, 147 mmol), zinc iodide (catalytic), and iodine (catalytic) was refluxed for 18 hours. The reaction mixture was filtered and the filtrate partitioned between diethyl ether and 1.4M hydrochloric acid. The organic phase was washed with water, dried over anhydrous magnesium sulphate, filtered and concentrated under reduced pressure to give a brown oil. Chromatography on silica gel using 8:2 hexane:ethylac... Reactants: CCO, NN, O=C(Nc1cccc(F)c1)Nc1ncc(CCN2C(=O)c3ccccc3C2=O)s1. Product: NCCc1cnc(NC(=O)Nc2cccc(F)c2)s1. As a reaction SMILES: [CH3:32][CH2:33][OH:34].[NH2:30][NH2:31].[O:1]=[C:2]1[N:3]([CH2:12][CH2:13][c:14]2[cH:15][n:16][c:17]([NH:19][C:20](=[O:21])[NH:22][c:23]3[cH:24][c:25]([F:29])[cH:26][cH:27][cH:28]3)[s:18]2)[C:10](=[O:11])[c:5]2[c:4]1[cH:9][cH:8][cH:7][cH:6]2>>[NH2:3][CH2:12][CH2:13][c:14]1[cH:15][n:16][c:17]([NH:19][C:20](=[O:21])[NH:22][c:23]2[cH:24][c:25]([F:29])[cH:26][cH:27][cH:28]2)[s:18]1. Starting materials: C(C)(=O)OCC (ethyl acetate), [H-].[Al+3].[Li+].[H-].[H-].[H-] (lithium aluminum hydride), COC(C1=CN=C(C=C1)OC1=CC(=CC(=C1)C(NC=1SC=CN1)=O)OC(C)C)=O (6-[3-isopropoxy-5-(thiazol-2-ylcarbamoyl)-phenoxy]-nicotinic acid methyl ester), C(O)([O-])=O.[Na+] (sodium hydrogencarbonate). The solvent is O1CCCC1 (tetrahydrofuran). Conditions: temperature 0 celsius, time 1 hour. Yields the product OCC=1C=CC(=NC1)OC=1C=C(C(=O)NC=2SC=CN2)C=C(C1)OC(C)C (3-(5-hydroxymethyl-pyridin-2-yl-oxy)-5-isopropoxy-N-thiazol-2-yl-benzamide). RXN SMILES: [H-].[Al+3].[Li+].[H-].[H-].[H-].C[O:8][C:9](=O)[C:10]1[CH:15]=[CH:14][C:13]([O:16][C:17]2[CH:22]=[C:21]([C:23](=[O:30])[NH:24][C:25]3[S:26][CH:27]=[CH:28][N:29]=3)[CH:20]=[C:19]([O:31][CH:32]([CH3:34])[CH3:33])[CH:18]=2)=[N:12][CH:11]=1.C(=O)([O-])O.[Na+].C(OCC)(=O)C>O1CCCC1>[OH:8][CH2:9][C:10]1[CH:15]=[CH:14][C:13]([O:16][C:17]2[CH:22]=[C:21]([CH:20]=[C:19]([O:31][CH:32]([CH3:34])[CH3:33])[CH:18]=2)[C:23]([NH:24][C:25]2[S:26][CH:27]=[CH:28][N:29]=2)=[O:30])=[N:12][CH:11]=1 |f:0.1.2.3.4.5,7.8|. Procedure: After adding 6.0 mg (0.16 mmol) of lithium aluminum hydride to a solution of 60.0 mg (0.15 mmol) of the 6-[3-isopropoxy-5-(thiazol-2-ylcarbamoyl)-phenoxy]-nicotinic acid methyl ester obtained in Production Example 65 in tetrahydrofuran (5.0 ml) while cooling on ice, the mixture was stirred at 0° C. for 1 hour. Saturated aqueous sodium hydrogencarbonate was added to the reaction mixture, extraction was performed with ethyl acetate, and the organic layer was dried and then concentrated under reduc... The reactants are CN1C=C(C2=CC=CC=C12)C(=O)N (1-Methylindole-3-carboxamide), ( 80 ), COC=1C=CC(=CC1)P2(=S)SP(=S)(S2)C=3C=CC(=CC3)OC (Lawesson's Reagent), ( 20 ). Solvent: C1(=CC=CC=C1)C (toluene). The product is CN1C=C(C2=CC=CC=C12)C(N)=S (1-Methylindole-3-thiocarboxamide). Reaction SMILES: [CH3:1][N:2]1[C:10]2[C:5](=[CH:6][CH:7]=[CH:8][CH:9]=2)[C:4]([C:11]([NH2:13])=O)=[CH:3]1.COC1C=CC(P2(SP(C3C=CC(OC)=CC=3)(=S)S2)=[S:23])=CC=1>C1(C)C=CC=CC=1>[CH3:1][N:2]1[C:10]2[C:5](=[CH:6][CH:7]=[CH:8][CH:9]=2)[C:4]([C:11](=[S:23])[NH2:13])=[CH:3]1. Procedure: 1-Methylindole-3-carboxamide (0.6 g) was suspended in toluene (20 ml); Lawesson's Reagent (0.7 g) was added and the mixture was heated at reflux under nitrogen for 30 min until dissolution occurred. The solution was cooled and toluene was removed under reduced pressure. The orange residue was purified by column chromatography on alumina using CH2Cl2 as eluant. This afforded an orange crystalline material, (0.5 g). δH (360 MHz, DMSO-d6) 3.82 (3H, s, NCH3), 7.18 and 7.23 (2H, 2×dt, J=7.1, 1.1 Hz, ... The reactants are C(#N)CC=C1C2CCC(C1C)C2 (2-(2-cyanoethylidene)-3-methylbicyclo[2.2.1]heptane), alcohol, [H][H] (hydrogen), [H][H] (hydrogen). The reagents and catalysts are [Pd] (palladium). Run in 2B. Yields the product C(#N)CCC1C2CCC(C1C)C2 (2-(2-cyanoethyl)-3-methylbicyclo[2.2.1]heptane). Yield: 94.8%. Reaction SMILES: [C:1]([CH2:3][CH:4]=[C:5]1[CH:10]([CH3:11])[CH:9]2[CH2:12][CH:6]1[CH2:7][CH2:8]2)#[N:2].[H][H]>[Pd]>[C:1]([CH2:3][CH2:4][CH:5]1[CH:10]([CH3:11])[CH:9]2[CH2:12][CH:6]1[CH2:7][CH2:8]2)#[N:2]. Procedure details: A mixture of 10.0 g (0.062 mol) of 2-(2-cyanoethylidene)-3-methylbicyclo[2.2.1]heptane, 10 ml of 2B alcohol and 0.1 g of palladium supported on charcoal (5%) catalyst was hydrogenated under 50 psi of hydrogen until 1 equivalent of hydrogen was aborbed. The mixture was then filter, concentrated under reduced vacuum. The residual oil was distilled under vacuum to give 9.6 g (89% yield) of 2-(2-cyanoethyl)-3-methylbicyclo[2.2.1]heptane: b.p. 55°-57° C./0.5 mm; ir 2940, 2870, 2250, 1700, 1460, 1430,... The reactants are C1(CC1)[C@H]1C[C@H]([C@@](CO1)(C1=C(C=C(C=C1)F)F)NC(=S)NC(C1=CC=CC=C1)=O)[C@H](COC)O (rel-N-({(3S,4R,6R)-6-Cyclopropyl-3-(2,4-difluorophenyl)-4-[(1R)-1-hydroxy-2-methoxyethyl]tetrahydro-2H-pyran-3-yl}carbamothioyl)benzamide), C(C1=CC=CC=C1)OC[C@H]1C[C@@H]2[C@@](N=C(SC2)NC(C2=CC=CC=C2)=O)(CO1)C1=C(C=C(C=C1)F)F (N-[(4aR,6R,8aS)-6-[(benzyloxy)methyl]-8a-(2,4-difluorophenyl)-4,4a,5,6,8,8a-hexahydropyrano[3,4-d][1,3]thiazin-2-yl]benzamide). Run at time 18 hour. The product is C1(CC1)[C@H]1C[C@@H]2[C@@](N=C(S[C@@H]2COC)NC(C2=CC=CC=C2)=O)(CO1)C1=C(C=C(C=C1)F)F (rel-N-[(4S,4aR,6R,8aS)-6-cyclopropyl-8a-(2,4-difluorophenyl)-4-(methoxymethyl)-4,4a,5,6,8,8a-hexahydropyrano[3,4-d][1,3]thiazin-2-yl]benzamide). As a reaction SMILES: [CH:1]1([C@@H:4]2[O:9][CH2:8][C@@:7]([NH:18][C:19]([NH:21][C:22](=[O:29])[C:23]3[CH:28]=[CH:27][CH:26]=[CH:25][CH:24]=3)=[S:20])([C:10]3[CH:15]=[CH:14][C:13]([F:16])=[CH:12][C:11]=3[F:17])[C@H:6]([C@@H:30](O)[CH2:31][O:32][CH3:33])[CH2:5]2)[CH2:3][CH2:2]1.C(OC[C@@H]1OC[C@]2(C3C=CC(F)=CC=3F)N=C(NC(=O)C3C=CC=CC=3)SC[C@@H]2C1)C1C=CC=CC=1>>[CH:1]1([C@@H:4]2[O:9][CH2:8][C@:7]3([C:10]4[CH:15]=[CH:14][C:13]([F:16])=[CH:12][C:11]=4[F:17])[N:18]=[C:19]([NH:21][C:22](=[O:29])[C:23]4[CH:28]=[CH:27][CH:26]=[CH:25][CH:24]=4)[S:20][C@H:30]([CH2:31][O:32][CH3:33])[C@@H:6]3[CH2:5]2)[CH2:2][CH2:3]1. Reported procedure: rel-N-({(3S,4R,6R)-6-Cyclopropyl-3-(2,4-difluorophenyl)-4-[(1R)-1-hydroxy-2-methoxyethyl]tetrahydro-2H-pyran-3-yl}carbamothioyl)benzamide (C41) was converted to the product using the method described for synthesis of N-[(4aR,6R,8aS)-6-[(benzyloxy)methyl]-8a-(2,4-difluorophenyl)-4,4a,5,6,8,8a-hexahydropyrano[3,4-d][1,3]thiazin-2-yl]benzamide (C8) in Preparation P1, except that the reaction was warmed to room temperature and allowed to proceed for 18 hours before work-up. The product was obtained ...